From a dataset of the Open Reaction Database (ORD), a public repository of structured organic reaction records. describe an organic reaction: reactants, conditions, products, and yield Starting materials: CC(C)(C)OC(=O)N1CCC(N)CC1, Cc1ccccc1, COc1cc2nc(Cl)nc(N3CCCCC3)c2cc1OC, O=C(C=Cc1ccccc1)C=Cc1ccccc1, O=C(C=Cc1ccccc1)C=Cc1ccccc1, O=C(C=Cc1ccccc1)C=Cc1ccccc1, [Pd], [Pd]. Product: COc1cc2nc(NC3CCN(C(=O)OC(C)(C)C)CC3)nc(N3CCCCC3)c2cc1OC. Reaction SMILES: [C:22]([CH3:23])([CH3:24])([CH3:25])[O:26][C:27](=[O:28])[N:29]1[CH2:30][CH2:31][CH:32]([NH2:35])[CH2:33][CH2:34]1.[CH3:36][c:37]1[cH:38][cH:39][cH:40][cH:41][cH:42]1.[Cl:1][c:2]1[n:3][c:4]2[cH:5][c:6]([O:20][CH3:21])[c:7]([O:18][CH3:19])[cH:8][c:9]2[c:10]([N:12]2[CH2:13][CH2:14][CH2:15][CH2:16][CH2:17]2)[n:11]1.[O:45]=[C:46]([CH:47]=[CH:48][c:49]1[cH:50][cH:51][cH:52][cH:53][cH:54]1)[CH:55]=[CH:56][c:57]1[cH:58][cH:59][cH:60][cH:61][cH:62]1.[O:63]=[C:64]([CH:65]=[CH:66][c:67]1[cH:68][cH:69][cH:70][cH:71][cH:72]1)[CH:73]=[CH:74][c:75]1[cH:76][cH:77][cH:78][cH:79][cH:80]1.[O:81]=[C:82]([CH:83]=[CH:84][c:85]1[cH:86][cH:87][cH:88][cH:89][cH:90]1)[CH:91]=[CH:92][c:93]1[cH:94][cH:95][cH:96][cH:97][cH:98]1.[Pd:43].[Pd:44]>>[c:2]1([NH:35][CH:32]2[CH2:31][CH2:30][N:29]([C:27]([O:26][C:22]([CH3:23])([CH3:24])[CH3:25])=[O:28])[CH2:34][CH2:33]2)[n:3][c:4]2[cH:5][c:6]([O:20][CH3:21])[c:7]([O:18][CH3:19])[cH:8][c:9]2[c:10]([N:12]2[CH2:13][CH2:14][CH2:15][CH2:16][CH2:17]2)[n:11]1. The reactants are CC1=C(C=O)C=CC=C1 (2-Methylbenzaldehyde), CC(=O)C (acetone), [OH-].[Na+] (sodium hydroxide), O (water). The solvent is C(C)O (ethanol). Reaction conditions: time 15 minute. Product: CC1=C(C=CC=C1)C=CC(C=CC1=C(C=CC=C1)C)=O (1,5-Bis(2-methylphenyl)-1,4-pentadien-3-one). Yield: 43.3%. As a reaction SMILES: [CH3:1][C:2]1[CH:9]=[CH:8][CH:7]=[CH:6][C:3]=1[CH:4]=O.[CH3:10][C:11]([CH3:13])=[O:12].[OH-].[Na+].O>C(O)C>[CH3:1][C:2]1[CH:9]=[CH:8][CH:7]=[CH:6][C:3]=1[CH:4]=[CH:10][C:11](=[O:12])[CH:13]=[CH:1][C:2]1[CH:9]=[CH:8][CH:7]=[CH:6][C:3]=1[CH3:4] |f:2.3|. Reported procedure: 2-Methylbenzaldehyde (1ac, 1.45 ml, 12.5 mmol) and acetone (19, 0.46 ml, 6.3 mmol) were combined in ethanol (20 ml) and stirred for 15 min at room temperature. A solution of sodium hydroxide (2.61 g, 65.3 mmol) and water (25 ml) was added and the mixture stirred for 3 hr at room temperature. The resulting mixture was extracted into ethyl acetate, washed with saturated sodium chloride, dried over magnesium sulfate, filtered and evaporated to afford a solid. The crude solid was recrystallized from... Reactants: ClCCl, BrCCc1ccccc1, COC(Cl)Cl, [Cl-], [Cl-], [Cl-], [Cl-], O, [Ti+4]. The product is O=Cc1ccc(CCBr)cc1. Reaction SMILES: [CH2:16]([Cl:17])[Cl:18].[CH2:6]([CH2:7][c:8]1[cH:9][cH:10][cH:11][cH:12][cH:13]1)[Br:14].[CH3:1][O:2][CH:3]([Cl:4])[Cl:5].[Cl-:19].[Cl-:20].[Cl-:21].[Cl-:22].[OH2:15].[Ti+4:23]>>[O:2]=[CH:3][c:11]1[cH:10][cH:9][c:8]([CH2:7][CH2:6][Br:14])[cH:13][cH:12]1. Reactants: CCOC(C)=O, CCCCCC, Cc1cc(C)cc(I)c1, c1cc[nH]c1. The product is Cc1cc(C)cc(-n2cccc2)c1. As a reaction SMILES: [C:15]([O:16][CH2:17][CH3:18])(=[O:19])[CH3:20].[CH3:21][CH2:22][CH2:23][CH2:24][CH2:25][CH3:26].[I:6][c:7]1[cH:8][c:9]([CH3:14])[cH:10][c:11]([CH3:13])[cH:12]1.[nH:1]1[cH:2][cH:3][cH:4][cH:5]1>>[n:1]1(-[c:7]2[cH:8][c:9]([CH3:14])[cH:10][c:11]([CH3:13])[cH:12]2)[cH:2][cH:3][cH:4][cH:5]1.